From a dataset of the Open Reaction Database (ORD), a public repository of structured organic reaction records. describe an organic reaction: reactants, conditions, products, and yield The reactants are N1CCC1 (azetidine), ClC1=CC(=CC(=N1)NC=1C=C(C#N)C=CN1)C1CCN(CC1)C1COC1 (2-((6-chloro-4-(1-(oxetan-3-yl)piperidin-4-yl)pyridin-2-yl)amino)isonicotinonitrile). The product is N1(CCC1)C1=CC(=CC(=N1)NC=1C=C(C#N)C=CN1)C1CCN(CC1)C1COC1 (2-((6-(azetidin-1-yl)-4-(1-(oxetan-3-yl)piperidin-4-yl)pyridin-2-yl)amino)isonicotinonitrile). The yield is 47.0%. As a reaction SMILES: [NH:1]1[CH2:4][CH2:3][CH2:2]1.Cl[C:6]1[N:11]=[C:10]([NH:12][C:13]2[CH:14]=[C:15]([CH:18]=[CH:19][N:20]=2)[C:16]#[N:17])[CH:9]=[C:8]([CH:21]2[CH2:26][CH2:25][N:24]([CH:27]3[CH2:30][O:29][CH2:28]3)[CH2:23][CH2:22]2)[CH:7]=1>>[N:1]1([C:6]2[N:11]=[C:10]([NH:12][C:13]3[CH:14]=[C:15]([CH:18]=[CH:19][N:20]=3)[C:16]#[N:17])[CH:9]=[C:8]([CH:21]3[CH2:22][CH2:23][N:24]([CH:27]4[CH2:30][O:29][CH2:28]4)[CH2:25][CH2:26]3)[CH:7]=2)[CH2:4][CH2:3][CH2:2]1. Procedure details: Reaction of azetidine with 2-((6-chloro-4-(1-(oxetan-3-yl)piperidin-4-yl)pyridin-2-yl)amino)isonicotinonitrile (40 mg, 0.11 mmol) following general Buchwald-Hartwig procedure described above afforded the target compound as a colorless solid (19.8 mg, 47%); 1H NMR (400 MHz, DMSO) δ 9.76 (br s, 1H), 8.51 (s, 1H), 8.40 (d, J=5.1 Hz, 1H), 7.18 (d, J=5.1 Hz, 1H), 6.59 (s, 1H), 5.80 (s, 1H), 4.57-4.49 (m, 2H), 4.49-4.40 (m, 2H), 4.00-3.92 (m, 4H), 3.43-3.35 (m, 1H), 2.82-2.73 (m, 2H), 2.40-2.27 (m, 3H... The reactants are C1(=CC=CC=C1)C(N1N=C(N=C1)CCCOC1=NC=CC(=C1)CN)(C1=CC=CC=C1)C1=CC=CC=C1 (1-[2-({3-[1-(triphenylmethyl)-1H-1,2,4-triazol-3-yl]propyl}oxy)pyridin-4-yl]methaneamine), C1(=CC=CC=C1)C(N1N=C(N=C1)OCCOC=1C=C(C=CC1)CN)(C1=CC=CC=C1)C1=CC=CC=C1 (1-{3-[(2-{[1-(triphenylmethyl)-1H-1,2,4-triazol-3-yl]oxy}ethyl)oxy]phenyl}methanamine), O=C1NC(=NC2=CC=CC=C12)C(=O)OCC (ethyl 4-oxo-3,4-dihydro-2-quinazolinecarboxylate), O=C1C2=C(N=C(N1)C(=O)OCC)SC=C2C2=CC=NC=C2 (ethyl 4-oxo-5-pyridin-4-yl-3,4-dihydrothieno[2,3-d]pyrimidine-2-carboxylate). Product: O=C1C2=C(N=C(N1)C(=O)NCC1=CC(=CC=C1)OCCOC1=NNC=N1)SC=C2C2=CC=NC=C2 (4-oxo-5-pyridin-4-yl-N-{3-[2-(1H-1,2,4-triazol-3-yloxy)ethoxy]benzyl}-3,4-dihydrothieno[2,3-d]pyrimidine-2-carboxamide), powder. The yield is 59.0%. As a reaction SMILES: O=C1C2C(=CC=CC=2)N=C(C(OCC)=O)N1.[O:17]=[C:18]1[NH:23][C:22]([C:24]([O:26]CC)=O)=[N:21][C:20]2[S:29][CH:30]=[C:31]([C:32]3[CH:37]=[CH:36][N:35]=[CH:34][CH:33]=3)[C:19]1=2.C1(C(C2C=CC=CC=2)(C2C=CC=CC=2)N2C=NC(CCCOC3C=C(CN)C=CN=3)=N2)C=CC=CC=1.C1(C(C2C=CC=CC=2)(C2C=CC=CC=2)[N:81]2[CH:85]=[N:84][C:83]([O:86][CH2:87][CH2:88][O:89][C:90]3[CH:91]=[C:92]([CH2:96][NH2:97])[CH:93]=[CH:94][CH:95]=3)=[N:82]2)C=CC=CC=1>>[O:17]=[C:18]1[NH:23][C:22]([C:24]([NH:97][CH2:96][C:92]2[CH:93]=[CH:94][CH:95]=[C:90]([O:89][CH2:88][CH2:87][O:86][C:83]3[N:84]=[CH:85][NH:81][N:82]=3)[CH:91]=2)=[O:26])=[N:21][C:20]2[S:29][CH:30]=[C:31]([C:32]3[CH:33]=[CH:34][N:35]=[CH:36][CH:37]=3)[C:19]1=2. Reported procedure: By a method similar to that in Example 22, and using, instead of ethyl 4-oxo-3,4-dihydro-2-quinazolinecarboxylate, ethyl 4-oxo-5-pyridin-4-yl-3,4-dihydrothieno[2,3-d]pyrimidine-2-carboxylate obtained in Reference Example 66 and using, instead of 1-[2-({3-[1-(triphenylmethyl)-1H-1,2,4-triazol-3-yl]propyl}oxy)pyridin-4-yl]methaneamine, 1-{3-[(2-{[1-(triphenylmethyl)-1H-1,2,4-triazol-3-yl]oxy}ethyl)oxy]phenyl}methanamine obtained in Reference Example 32, the title compound was obtained as a white p... Starting materials: C1(=CC=C(C=C1)S(=O)(=O)O)C (p-toluenesulfonic acid), [N+](=O)([O-])CC([C@H](CCC1=CC=CC=C1)NC(OC(C)(C)C)=O)=O (tert-butyl (S)-3-nitro-2-oxo-1-phenethylpropylcarbamate). Run in ClCCl (dichloromethane), C(C)OCC (ethyl ether), C(C)OCC (ethyl ether). Conditions: time 70 hour. Yields the product C1(=CC=C(C=C1)S(=O)(=O)O)C.N[C@H](C(C[N+](=O)[O-])=O)CCC1=CC=CC=C1 ((S)-3-amino-1-nitro-5-phenylpentan-2-one p-toluenesulfonic acid salt). The yield is 97.9%. Reaction SMILES: [C:1]1([CH3:11])[CH:6]=[CH:5][C:4]([S:7]([OH:10])(=[O:9])=[O:8])=[CH:3][CH:2]=1.[N+:12]([CH2:15][C:16](=[O:34])[C@@H:17]([NH:26]C(=O)OC(C)(C)C)[CH2:18][CH2:19][C:20]1[CH:25]=[CH:24][CH:23]=[CH:22][CH:21]=1)([O-:14])=[O:13]>C(OCC)C.ClCCl>[C:1]1([CH3:11])[CH:2]=[CH:3][C:4]([S:7]([OH:10])(=[O:8])=[O:9])=[CH:5][CH:6]=1.[NH2:26][C@@H:17]([CH2:18][CH2:19][C:20]1[CH:25]=[CH:24][CH:23]=[CH:22][CH:21]=1)[C:16](=[O:34])[CH2:15][N+:12]([O-:14])=[O:13] |f:4.5|. Reported procedure: A solution comprised of anhydrous p-toluenesulfonic acid (26 mmol) in ethyl ether (10 mL) was added to a suspension comprised of tert-butyl (S)-3-nitro-2-oxo-1-phenethylpropylcarbamate (4.5 g, 14 mmol) in dichloromethane (20 mL) and ethyl ether (150 mL). The mixture was stirred for 70 hours at room temperature and the filtered. The solid collected was washed thoroughly with ethyl ether and dried in vacuo to provide (S)-3-amino-1-nitro-5-phenylpentan-2-one p-toluenesulfonic acid salt (5.4 g, 13.7... The reactants are C(C)(C)(C)OC(=O)N[C@@H](CC1=CC=C(C=C1)O)C(=O)O (N-tert-butoxycarbonyltyrosine), C(C1=CC=CC=C1)OC(=O)N1CCNCCC1 (N-benzyloxycarbonylhomopiperazine), O.ON1N=NC2=C1C=CC=C2 (1-hydroxybenzotriazole hydrate), C1CCC(CC1)N=C=NC2CCCCC2 (DCC). Run in O1CCCC1 (tetrahydrofuran). Yields the product C(C1=CC=CC=C1)OC(=O)N1CCN(CCC1)C([C@@H](NC(=O)OC(C)(C)C)CC1=CC=C(C=C1)O)=O (1-Benzyloxycarbonyl-4-(N-Tert-Butoxycarbonyltyrosyl)Homopiperazine). Yield: 97.7%. RXN SMILES: [C:1]([O:5][C:6]([NH:8][C@H:9]([C:18]([OH:20])=O)[CH2:10][C:11]1[CH:16]=[CH:15][C:14]([OH:17])=[CH:13][CH:12]=1)=[O:7])([CH3:4])([CH3:3])[CH3:2].[CH2:21]([O:28][C:29]([N:31]1[CH2:37][CH2:36][CH2:35][NH:34][CH2:33][CH2:32]1)=[O:30])[C:22]1[CH:27]=[CH:26][CH:25]=[CH:24][CH:23]=1.O.ON1C2C=CC=CC=2N=N1.C1CCC(N=C=NC2CCCCC2)CC1>O1CCCC1>[CH2:21]([O:28][C:29]([N:31]1[CH2:37][CH2:36][CH2:35][N:34]([C:18](=[O:20])[C@H:9]([CH2:10][C:11]2[CH:12]=[CH:13][C:14]([OH:17])=[CH:15][CH:16]=2)[NH:8][C:6]([O:5][C:1]([CH3:2])([CH3:3])[CH3:4])=[O:7])[CH2:33][CH2:32]1)=[O:30])[C:22]1[CH:27]=[CH:26][CH:25]=[CH:24][CH:23]=1 |f:2.3|. Procedure details: 15.29 g of N-tert-butoxycarbonyltyrosine and 12.73 g of N-benzyloxycarbonylhomopiperazine were dissolved in 280 ml of tetrahydrofuran, to the solution were added 8.09 g of 1-hydroxybenzotriazole hydrate and 11.77 g of DCC at a room temperature with stirring, and the reaction mixture was stirred for 16 hours. The reaction mixture was evaporated to remove the solvent under a reduced pressure, to the residue was added benzene, and insoluble matter was filtered by suction and washed with benzene. Th... Reaction SMILES: [C:1](=[O:2])([CH3:3])[S:4][CH2:5][C:6]1([O:22][SiH:23]([CH3:24])[CH3:25])[N:7]([C:15](=[O:16])[O:17][C:18]([CH3:19])([CH3:20])[CH3:21])[CH2:8][CH:9]([C:11]([CH3:12])([CH3:13])[CH3:14])[CH2:10]1.[CH3:29][OH:30].[ClH:28].[Na+:27].[OH-:26]>>[SH:4][CH2:5][C:6]1([O:22][SiH:23]([CH3:24])[CH3:25])[N:7]([C:15](=[O:16])[O:17][C:18]([CH3:19])([CH3:20])[CH3:21])[CH2:8][CH:9]([C:11]([CH3:12])([CH3:13])[CH3:14])[CH2:10]1. Product: C[SiH](C)OC1(CS)CC(C(C)(C)C)CN1C(=O)OC(C)(C)C. The reactants are CC(=O)SCC1(O[SiH](C)C)CC(C(C)(C)C)CN1C(=O)OC(C)(C)C, CO, Cl, [Na+], [OH-]. Starting materials: FC(OC1=CC=C(N)C=C1)(F)F (4-trifluoromethoxy-aniline), TEA, ClC1=C(C(=O)Cl)C=C(C(=C1)F)[N+](=O)[O-] (2-chloro-4-fluoro-5-nitro-benzoic acid chloride), ice water, OS(=O)(=O)[O-].[K+] (KHSO4). Solvent: C1CCOC1 (THF), C1CCOC1 (THF). Conditions: time 1 hour. The product is FC(OC1=CC=C(C=C1)NC(C1=C(C=C(C(=C1)[N+](=O)[O-])F)Cl)=O)(F)F (N-(4-Trifluoromethoxy-phenyl)-2-chloro-4-fluoro-5-nitro-benzoic acid amide). Reaction SMILES: [F:1][C:2]([F:12])([F:11])[O:3][C:4]1[CH:10]=[CH:9][C:7]([NH2:8])=[CH:6][CH:5]=1.[Cl:13][C:14]1[CH:22]=[C:21]([F:23])[C:20]([N+:24]([O-:26])=[O:25])=[CH:19][C:15]=1[C:16](Cl)=[O:17].OS([O-])(=O)=O.[K+]>C1COCC1>[F:1][C:2]([F:11])([F:12])[O:3][C:4]1[CH:10]=[CH:9][C:7]([NH:8][C:16](=[O:17])[C:15]2[CH:19]=[C:20]([N+:24]([O-:26])=[O:25])[C:21]([F:23])=[CH:22][C:14]=2[Cl:13])=[CH:6][CH:5]=1 |f:2.3|. Procedure: A mixture of 4-trifluoromethoxy-aniline (0.82 mL, 5.9 mmol), TEA (2.07 mL, 15 mmol) and THF (20 mL) is slowly dropped to the crude 2-chloro-4-fluoro-5-nitro-benzoic acid chloride (1.40 g, 5.9 mmoll) in 30 mL THF. The mixture is stirred for 1 h, poured into ice water and acidified to pH3 with KHSO4. The mixture is concentrated and the resulting precipitate is collected by filtration, washed with water and dried. The reactants are CC(=O)[O-], CCO, COc1ccc(C#N)cn1, [Na+], O. The product is COc1ccc(C=O)cn1. As a reaction SMILES: [CH3:12][C:13]([O-:14])=[O:15].[CH3:16][CH2:17][OH:18].[CH3:1][O:2][c:3]1[n:4][cH:5][c:6]([C:9]#[N:10])[cH:7][cH:8]1.[Na+:11].[OH2:19]>>[CH3:1][O:2][c:3]1[n:4][cH:5][c:6]([CH:9]=[O:14])[cH:7][cH:8]1. Reactants: CC(C)(C)[Si](Cl)(c1ccccc1)c1ccccc1, OC1CC2CC1CC2OCc1ccccc1, CN(C)C=O, c1c[nH]cn1. Product: CC(C)(C)[Si](OC1CC2CC1CC2OCc1ccccc1)(c1ccccc1)c1ccccc1. Reaction SMILES: [C:17]([CH3:18])([CH3:19])([CH3:20])[Si:21]([c:22]1[cH:23][cH:24][cH:25][cH:26][cH:27]1)([c:28]1[cH:29][cH:30][cH:31][cH:32][cH:33]1)[Cl:34].[CH2:1]([c:2]1[cH:3][cH:4][cH:5][cH:6][cH:7]1)[O:8][CH:9]1[CH:10]2[CH2:11][CH:12]([OH:16])[CH:13]([CH2:14]1)[CH2:15]2.[O:40]=[CH:41][N:42]([CH3:43])[CH3:44].[nH:35]1[cH:36][cH:37][n:38][cH:39]1>>[CH2:1]([c:2]1[cH:3][cH:4][cH:5][cH:6][cH:7]1)[O:8][CH:9]1[CH:10]2[CH2:11][CH:12]([O:16][Si:21]([C:17]([CH3:18])([CH3:19])[CH3:20])([c:22]3[cH:23][cH:24][cH:25][cH:26][cH:27]3)[c:28]3[cH:29][cH:30][cH:31][cH:32][cH:33]3)[CH:13]([CH2:14]1)[CH2:15]2.